Task: describe an organic reaction: reactants, conditions, products, and yield. Dataset: the Open Reaction Database (ORD), a public repository of structured organic reaction records Reactants: CCN(C(C)C)C(C)C, ClCCl, O=S(=O)(Cl)c1ccc(OCCCCF)cc1, NCC(=O)NO. The product is O=C(CNS(=O)(=O)c1ccc(OCCCCF)cc1)NO. As a reaction SMILES: [CH2:23]([N:24]([CH:25]([CH3:26])[CH3:27])[CH:28]([CH3:29])[CH3:30])[CH3:31].[Cl:32][CH2:33][Cl:34].[F:7][CH2:8][CH2:9][CH2:10][CH2:11][O:12][c:13]1[cH:14][cH:15][c:16]([S:19](=[O:20])(=[O:21])[Cl:22])[cH:17][cH:18]1.[NH2:1][CH2:2][C:3](=[O:4])[NH:5][OH:6]>>[NH:1]([CH2:2][C:3](=[O:4])[NH:5][OH:6])[S:19]([c:16]1[cH:15][cH:14][c:13]([O:12][CH2:11][CH2:10][CH2:9][CH2:8][F:7])[cH:18][cH:17]1)(=[O:20])=[O:21]. Reactants: ClC=1C=C(C=CC1)C#CC1=NOC2(C1)CC(C1=CC=CC=C12)=NOC (3′-[(3-Chlorophenyl)ethynyl]-N-methoxy-4′H-spiro[indene-1,5′-[1,2]oxazol]-3(2H)-imine), CC1=CC=CC(=N1)C#CC1=NOC2(C1)CC(C1=CC=CC=C12)=O (3′-[(6-Methylpyridin-2-yl)ethynyl]-4′H-spiro[indene-1,5′-[1,2]oxazol]-3(2H)-one). Product: CON=C1CC2(C3=CC=CC=C13)CC(=NO2)C#CC2=NC(=CC=C2)C (N-Methoxy-3-[2-(6-methyl-2-pyridyl)ethynyl]spiro[4H-isoxazole-5,3′-indane]-1′-imine). Yield: 82.0%. As a reaction SMILES: Cl[C:2]1[CH:3]=[C:4]([C:8]#[C:9][C:10]2[CH2:14][C:13]3([C:22]4[C:17](=[CH:18][CH:19]=[CH:20][CH:21]=4)[C:16](=[N:23][O:24][CH3:25])[CH2:15]3)[O:12][N:11]=2)[CH:5]=[CH:6][CH:7]=1.CC1[N:32]=C(C#CC2CC3(C4C(=CC=CC=4)C(=O)C3)ON=2)C=CC=1>>[CH3:25][O:24][N:23]=[C:16]1[C:17]2[C:22](=[CH:21][CH:20]=[CH:19][CH:18]=2)[C:13]2([O:12][N:11]=[C:10]([C:9]#[C:8][C:4]3[CH:3]=[CH:2][CH:7]=[C:6]([CH3:5])[N:32]=3)[CH2:14]2)[CH2:15]1. Reported procedure: The title product was obtained the method described for the compound of Example 84 starting from the Compound of example 93 instead of the compound of Example 83. After the usual work-up procedure, the residue was purified by means of automated flash chromatography (SP01®TM-Biotage; gradient Petroleum Ether-EtOAc from 95:5 to 1:1) to give the title compound as a yellowish oil. Yield: 82%. Reactants: CC=1NC(=C([C@H](C1C#N)C=1C=C2C(=NNC2=CC1)C)C#N)C(F)(F)F ((4S)-2-methyl-4-(3-methyl-1H-indazol-5-yl)-6-(trifluoromethyl)-1,4-dihydropyridine-3,5-dicarbonitrile), C(O)([O-])=O.OCC[N+](C)(C)C (2-hydroxy-N,N,N-trimethylethanaminium hydrogencarbonate). Solvent: C(C)O (ethanol). Yields the product C(#N)C1=C([N-]C(=C([C@H]1C=1C=C2C(=NNC2=CC1)C)C#N)C(F)(F)F)C.OCC[N+](C)(C)C (2-Hydroxy-N,N,N-trimethylethanaminium (4S)-3,5-dicyano-2-methyl-4-(3-methyl-1H-indazol-5-yl)-6-(trifluoromethyl)-4H-pyridin-1-ide). Reaction SMILES: [CH3:1][C:2]1[NH:3][C:4]([C:22]([F:25])([F:24])[F:23])=[C:5]([C:20]#[N:21])[C@@H:6]([C:10]2[CH:11]=[C:12]3[C:16](=[CH:17][CH:18]=2)[NH:15][N:14]=[C:13]3[CH3:19])[C:7]=1[C:8]#[N:9].C(=O)([O-])O.[OH:30][CH2:31][CH2:32][N+:33]([CH3:36])([CH3:35])[CH3:34]>C(O)C>[C:8]([C:7]1[C@H:6]([C:10]2[CH:11]=[C:12]3[C:16](=[CH:17][CH:18]=2)[NH:15][N:14]=[C:13]3[CH3:19])[C:5]([C:20]#[N:21])=[C:4]([C:22]([F:23])([F:25])[F:24])[N-:3][C:2]=1[CH3:1])#[N:9].[OH:30][CH2:31][CH2:32][N+:33]([CH3:36])([CH3:35])[CH3:34] |f:1.2,4.5|. Reported procedure: To a suspension of 101 mg (0.30 mmol) (4S)-2-methyl-4-(3-methyl-1H-indazol-5-yl)-6-(trifluoromethyl)-1,4-dihydropyridine-3,5-dicarbonitrile (Example 6) in ethanol (2.43 ml) under argon atmosphere was added 52 μl (0.30 mmol) 2-hydroxy-N,N,N-trimethylethanaminium hydrogencarbonate solution (choline bicarbonate, 80% in water), and the mixture was stirred at reflux temperature for 40 min. Subsequently, the solution was evaporated, and the residue was dried in vacuo. The precipitate was stirred in 1.... The reactants are CN1CCOCC1 (NMM), N1(CCC1)C1=NC(=NC(=C1F)NN)CC (4-(1-Azetidinyl)-2-ethyl-5-fluoro-6-hydrazinopyrimidine), C1(CCCC1)C[C@@H](C(=O)O)CN(OCC1=CC=CC=C1)C=O ((2R)-3-cyclopentyl-2-({formyl[(phenylmethyl)oxy]amino}methyl)propanoic acid), C1=CC2=C(N=C1)N(N=N2)O (HOAt), C(CCl)Cl (EDC). The solvent is CN(C)C=O (DMF). Reaction conditions: time 8 hour. Product: N1(CCC1)C1=C(C(=NC(=N1)CC)NNC([C@@H](CN(C=O)OCC1=CC=CC=C1)CC1CCCC1)=O)F ([(2R)-3-{2-[6-(1-azetidinyl)-2-ethyl-5-fluoro-4-pyrimidinyl]hydrazino}-2-(cyclopentylmethyl)-3-oxopropyl][(phenylmethyl)oxy]formamide). Isolated yield 76.4%. Reaction SMILES: [N:1]1([C:5]2[C:10]([F:11])=[C:9]([NH:12][NH2:13])[N:8]=[C:7]([CH2:14][CH3:15])[N:6]=2)[CH2:4][CH2:3][CH2:2]1.[CH:16]1([CH2:21][C@H:22]([CH2:26][N:27]([CH:36]=[O:37])[O:28][CH2:29][C:30]2[CH:35]=[CH:34][CH:33]=[CH:32][CH:31]=2)[C:23](O)=[O:24])[CH2:20][CH2:19][CH2:18][CH2:17]1.C1C=NC2N(O)N=NC=2C=1.CN1CCOCC1.C(Cl)CCl>CN(C=O)C>[N:1]1([C:5]2[N:6]=[C:7]([CH2:14][CH3:15])[N:8]=[C:9]([NH:12][NH:13][C:23](=[O:24])[C@H:22]([CH2:21][CH:16]3[CH2:17][CH2:18][CH2:19][CH2:20]3)[CH2:26][N:27]([O:28][CH2:29][C:30]3[CH:31]=[CH:32][CH:33]=[CH:34][CH:35]=3)[CH:36]=[O:37])[C:10]=2[F:11])[CH2:2][CH2:3][CH2:4]1. Procedure: 4-(1-Azetidinyl)-2-ethyl-5-fluoro-6-hydrazinopyrimidine (88 mg, 0.42 mmol), (2R)-3-cyclopentyl-2-({formyl[(phenylmethyl)oxy]amino}methyl)propanoic acid (140 mg, 0.46 mmol), and HOAt (56 mg, 0.42 mmol) were dissolved in 3 mL of DMF. Then, NMM (71 μL, 0.65 mmol) was added, followed by EDC (75 mg, 0.40 mmol). After stirring overnight at room temperature, the reaction mixture was purified by RP-HPLC to provide [(2R)-3-{2-[6-(1-azetidinyl)-2-ethyl-5-fluoro-4-pyrimidinyl]hydrazino}-2-(cyclopentylmethy... The reactants are ClC1=CC(=C2C(=N1)CCC2)Cl (2,4-dichloro-6,7-dihydro-5H-cyclopenta[b]pyridine), ClC1=CC=C(C=C1)B(O)O ((4-chlorophenyl)boronic acid). Product: ClC1=C2C(=NC(=C1)C1=CC=C(C=C1)Cl)CCC2 (4-chloro-2-(4-chlorophenyl)-6,7-dihydro-5H-cyclopenta[b]pyridine). Isolated yield 72.3%. Reaction SMILES: Cl[C:2]1[N:7]=[C:6]2[CH2:8][CH2:9][CH2:10][C:5]2=[C:4]([Cl:11])[CH:3]=1.[Cl:12][C:13]1[CH:18]=[CH:17][C:16](B(O)O)=[CH:15][CH:14]=1>>[Cl:11][C:4]1[CH:3]=[C:2]([C:16]2[CH:17]=[CH:18][C:13]([Cl:12])=[CH:14][CH:15]=2)[N:7]=[C:6]2[CH2:8][CH2:9][CH2:10][C:5]=12. Reported procedure: Following General Procedure F, 2,4-dichloro-6,7-dihydro-5H-cyclopenta[b]pyridine (0.350 g, 1.86 mmol) was reacted with (4-chlorophenyl)boronic acid (0.378 g, 2.42 mmol) to afford the title compound (0.355 g, 78%). MW=264.15. 1H NMR (CD3OD, 300 MHz) δ 7.96-7.83 (m, 2H), 7.61 (d, J=4.6 Hz, 1H), 7.51-7.39 (m, 2H), 3.13-2.99 (m, 4H), 2.25-2.14 (m, 2H); APCI MS m/z 264 [M+H]+. The reactants are CN1CC2=C(NC=3C=CC(=CC23)C)CC1 (2,3,4,5-tetrahydro-2,8-dimethyl-1H-pyrido[4,3-b]indole), C1(CC1)C1=NC=C(C=C1)C=C (2-cyclopropyl-5-vinylpyridine), [OH-].[K+] (KOH). The solvent is CN1CCCC1=O (NMP). Yields the product C1(CC1)C1=CC=C(C=N1)CCC1N(CCC=2NC=3C=CC(=CC3C21)C)C (2-(6-cyclopropylpyridin-3-yl)ethyl-2,3,4,5-tetrahydro-2,8-dimethyl-1H-pyrido[4,3-b]indole). Reaction SMILES: [CH3:1][N:2]1[CH2:15][CH2:14][C:5]2[NH:6][C:7]3[CH:8]=[CH:9][C:10]([CH3:13])=[CH:11][C:12]=3[C:4]=2[CH2:3]1.[CH:16]1([C:19]2[CH:24]=[CH:23][C:22]([CH:25]=[CH2:26])=[CH:21][N:20]=2)[CH2:18][CH2:17]1.[OH-].[K+]>CN1C(=O)CCC1>[CH:16]1([C:19]2[N:20]=[CH:21][C:22]([CH2:25][CH2:26][CH:3]3[C:4]4[C:12]5[CH:11]=[C:10]([CH3:13])[CH:9]=[CH:8][C:7]=5[NH:6][C:5]=4[CH2:14][CH2:15][N:2]3[CH3:1])=[CH:23][CH:24]=2)[CH2:18][CH2:17]1 |f:2.3|. Procedure details: The title compound is prepared from a mixture of 2,3,4,5-tetrahydro-2,8-dimethyl-1H-pyrido[4,3-b]indole, 2-cyclopropyl-5-vinylpyridine and KOH (5-7 equiv) in NMP at a temperature ranging between 25 deg C. to 100 deg C. The product obtained is isolated by preparative HPLC. Reactants: FC1=C(C=CC=C1)C1=CC=C(C=C1)C1=NC(=C2C=CC=NC2=C1)NCCCN (N-[7-(2′-fluoro[1,1′-biphenyl]-4-yl)-1,6-naphthyridin-5-yl]-1,3-propanediamine), NCC(CNC1=C2C=CC=NC2=CC(=N1)C1=CC=C(C=C1)C1=C(C=CC=C1)F)O (1-amino-3-[[7-(2′-fluoro[1,1′-biphenyl]-4-yl)-1,6-naphthyridin-5-yl]amino]-2-propanol), CN(C1=CC=C(C=C1)C1=NC(=C2C=CC=NC2=C1)NCC(C)O)C (1-[[7-[4-(dimethylamino)phenyl]-1,6-naphthyridin-5-yl]amino]-2-propanol), NCC(CNC1=C2C=CC=NC2=CC(=N1)C1=CC2=CC=CC=C2C=C1)O (1-amino-3-[[7-(2-naphthalenyl)-1,6-naphthyridin-5-yl]amino]-2-propanol), NCC(CNC1=C2C=CC=NC2=CC(=N1)C1=CC=C(C=C1)Br)O (1-amino-3-[[7-(4-bromophenyl)-1,6-naphthyridin-5-yl]amino]-2-propanol), CN(C1=CC=C(C=C1)C1=NC(=C2C=CC=NC2=C1)NCCSCCO)C (2-[[2-[[7-[4-(dimethylamino)phenyl]-1,6-naphthyridin-5-yl]amino]ethyl]thio]-ethanol), COC1=CC=C(C=C1)C1=CC=C(C=C1)C1=NC(=C2C=CC=NC2=C1)NCC(CN)(C)C (N-[7-(4′-methoxy[1,1′-biphenyl]-4-yl)-1,6-naphthyridin-5-yl]-2,2-dimethyl-1,3-propanediamine), NCC(CNC1=C2C=CC=NC2=CC(=N1)C1=CC(=C(C(=C1)OC)OC)OC)O (1-amino-3-[[7-(3,4,5-trimethoxyphenyl)-1,6-naphthyridin-5-yl]amino]-2-propanol), COC=1C=C(C=C(C1OC)OC)C1=NC(=C2C=CC=NC2=C1)NCCCN (N-[7-(3,4,5-trimethoxyphenyl)-1,6-naphthyridin-5-yl]-1,3-propanediamine), CC=1C=C(C=CC1C)C1=NC(=C2C=CC=NC2=C1)NCCCN (N-[7-(3,4-dimethylphenyl)-1,6-naphthyridin-5-yl]-1,3-propanediamine), NCC(CNC1=C2C=CC=NC2=CC(=N1)C1=CC=C(C=C1)C1=CC=C(C=C1)OC)O (1-amino-3-[[7-(4′-methoxy[1,1′-biphenyl]-4-yl)-1,6-naphthyridin-5-yl]amino]-2-propanol). Procedure: N-[7-(2′-fluoro[1,1′-biphenyl]-4-yl)-1,6-naphthyridin-5-yl]-1,3-propanediamine; N-[7-(3,4,5-trimethoxyphenyl)-1,6-naphthyridin-5-yl]-1,3-propanediamine; N-[7-(3,4-dimethylphenyl)-1,6-naphthyridin-5-yl]-1,3-propanediamine; 1-amino-3-[[7-(2-naphthalenyl)-1,6-naphthyridin-5-yl]amino]-2-propanol; 1-amino-3-[[7-(2′-fluoro[1,1′-biphenyl]-4-yl)-1,6-naphthyridin-5-yl]amino]-2-propanol; 1-amino-3-[[7-(4′-methoxy[1,1′-biphenyl]-4-yl)-1,6-naphthyridin-5-yl]amino]-2-propanol; 1-amino-3-[[7-(3,4,5-trimethoxy... The product is C1=C(C=CC2=CC=CC=C12)C1=NC(=C2C=CC=NC2=C1)NCCCN (N-[7-(2-naphthalenyl)-1,6-naphthyridin-5-yl]-1,3-propanediamine). As a reaction SMILES: F[C:2]1[CH:7]=[CH:6]C=C[C:3]=1[C:8]1[CH:13]=[CH:12][C:11]([C:14]2[CH:23]=[C:22]3[C:17]([CH:18]=[CH:19][CH:20]=[N:21]3)=[C:16]([NH:24][CH2:25][CH2:26][CH2:27][NH2:28])[N:15]=2)=[CH:10][CH:9]=1.COC1C=C(C2C=C3C(C=CC=N3)=C(NCCCN)N=2)C=C(OC)C=1OC.CC1C=C(C2C=C3C(C=CC=N3)=C(NCCCN)N=2)C=CC=1C.NCC(O)CNC1N=C(C2C=CC3C(=CC=CC=3)C=2)C=C2C=1C=CC=N2.NCC(O)CNC1N=C(C2C=CC(C3C=CC=CC=3F)=CC=2)C=C2C=1C=CC=N2.NCC(O)CNC1N=C(C2C=CC(C3C=CC(OC)=CC=3)=CC=2)C=C2C=1C=CC=N2.NCC(O)CNC1N=C(C2C=C(OC)C(OC)=C(OC)C=2)C=C2C=1C=CC=N2.NCC(O)CNC1N=C(C2C=CC(Br)=CC=2)C=C2C=1C=CC=N2.COC1C=CC(C2C=CC(C3C=C4C(C=CC=N4)=C(NCC(C)(C)CN)N=3)=CC=2)=CC=1.CN(C)C1C=CC(C2C=C3C(C=CC=N3)=C(NCC(O)C)N=2)=CC=1.CN(C)C1C=CC(C2C=C3C(C=CC=N3)=C(NCCSCCO)N=2)=CC=1>>[CH:10]1[C:9]2[C:8](=[CH:3][CH:2]=[CH:7][CH:6]=2)[CH:13]=[CH:12][C:11]=1[C:14]1[CH:23]=[C:22]2[C:17]([CH:18]=[CH:19][CH:20]=[N:21]2)=[C:16]([NH:24][CH2:25][CH2:26][CH2:27][NH2:28])[N:15]=1.